This data is from the Open Reaction Database (ORD), a public repository of structured organic reaction records. The task is: describe an organic reaction: reactants, conditions, products, and yield The reactants are OCC1=CC=CC(=N1)C(=O)N1CCN(CC1)C(=O)OC(C)(C)C (t-Butyl 4-(6-hydroxymethylpyridine-2-carbonyl)-piperazine-1-carboxylate), C(C)(C)N(CC)C(C)C (diisopropylethylamine), CS(=O)(=O)Cl (methanesulfonyl chloride). The solvent is C(Cl)Cl (methylene chloride). Conditions: time 8 hour. Yields the product ClCC1=CC=CC(=N1)C(=O)N1CCN(CC1)C(=O)OC(C)(C)C (t-butyl 4-(6-chloromethylpyridine-2-carbonyl)piperazine-1-carboxylate). RXN SMILES: O[CH2:2][C:3]1[N:8]=[C:7]([C:9]([N:11]2[CH2:16][CH2:15][N:14]([C:17]([O:19][C:20]([CH3:23])([CH3:22])[CH3:21])=[O:18])[CH2:13][CH2:12]2)=[O:10])[CH:6]=[CH:5][CH:4]=1.C(N(C(C)C)CC)(C)C.CS([Cl:37])(=O)=O>C(Cl)Cl>[Cl:37][CH2:2][C:3]1[N:8]=[C:7]([C:9]([N:11]2[CH2:16][CH2:15][N:14]([C:17]([O:19][C:20]([CH3:23])([CH3:22])[CH3:21])=[O:18])[CH2:13][CH2:12]2)=[O:10])[CH:6]=[CH:5][CH:4]=1. Procedure: t-Butyl 4-(6-hydroxymethylpyridine-2-carbonyl)-piperazine-1-carboxylate (1.26 g) and diisopropylethylamine (1.0 g) were dissolved in 20 mL of methylene chloride, 0.1 mL of methanesulfonyl chloride was added dropwise into the above solution at ice temperature, and the mixture was stirred at room temperature overnight. After the solvent was removed under reduced pressure from the reaction mixture, the residue was purified by chromatography on silica gel (methylene chloride-ethanol=40:1) to give 1.... Starting materials: C[Mg]I (methylmagnesium iodide), C1(=CC=CC=C1)C12CC3C(C(CC(C1)C3)C2)=O (5-Phenyladamantan-2-one). The solvent is CCOCC (ether), C1CCOC1 (THF). Run at temperature 0 celsius, time 0.5 hour. Yields the product CC1(C2CC3CC(CC1C3)(C2)C2=CC=CC=C2)O (2-methyl-5-phenyl-adamantan-2-ol). The yield is 97.0%. Reaction SMILES: [CH3:1][Mg]I.[C:4]1([C:10]23[CH2:19][CH:14]4[CH2:15][CH:16]([CH2:18][CH:12]([C:13]4=[O:20])[CH2:11]2)[CH2:17]3)[CH:9]=[CH:8][CH:7]=[CH:6][CH:5]=1>CCOCC.C1COCC1>[CH3:1][C:13]1([OH:20])[CH:12]2[CH2:18][CH:16]3[CH2:17][C:10]([C:4]4[CH:5]=[CH:6][CH:7]=[CH:8][CH:9]=4)([CH2:19][CH:14]1[CH2:15]3)[CH2:11]2. Procedure details: Freshly prepared methylmagnesium iodide in ether (1 M, 85 mL), was added through a canola to 5-phenyladamantan-2-one (9.6 g, 42.5 mmol) obtained in step II, in THF (85 mL) at 0° C. After stirring at 0° C. for 0.5 h, the reaction mixture was quenched by adding sat. aq. NH4Cl solution. The organic layer was separated and the aqueous layer was extracted with diisopropylether. The combined organic layers were washed with water and brine, dried over anhydrous Na2SO4, and the solvent was removed under... Reactants: O.O.O.C(C(=O)[O-])(=O)[O-].[Co+3].[K+].C(C(=O)[O-])(=O)[O-] (potassium cobalt(III) oxalate trihydrate), solution, C (charcoal), O.O.O.C(C(=O)[O-])(=O)[O-].[Co+3].[K+].C(C(=O)[O-])(=O)[O-] (potassium cobalt(III) oxalate trihydrate). The solvent is O (water). Reaction conditions: time 24 hour. Yields the product O.O.O.C(C(=O)[O-])(=O)[O-].[Co+3].[K+].C(C(=O)[O-])(=O)[O-] (potassium cobalt(III) oxalate trihydrate), C (charcoal), C(C(=O)[O-])(=O)[O-].[Co+3].[K+].C(C(=O)[O-])(=O)[O-] (potassium cobalt(III) oxalate). RXN SMILES: [OH2:1].O.O.[C:4]([O-:9])(=[O:8])[C:5]([O-:7])=[O:6].[Co+3:10].[K+:11].[C:12]([O-:17])(=[O:16])[C:13]([O-:15])=[O:14].[CH4:18]>O>[OH2:6].[OH2:14].[OH2:1].[C:4]([O-:9])(=[O:8])[C:5]([O-:7])=[O:6].[Co+3:10].[K+:11].[C:12]([O-:17])(=[O:16])[C:13]([O-:15])=[O:14].[CH4:18].[C:4]([O-:9])(=[O:8])[C:5]([O-:7])=[O:6].[Co+3:10].[K+:11].[C:4]([O-:9])(=[O:8])[C:5]([O-:7])=[O:6] |f:0.1.2.3.4.5.6,9.10.11.12.13.14.15,17.18.19.20|. Procedure: A saturated aqueous solution of potassium cobalt(III) oxalate trihydrate is prepared by dissolving potassium cobalt(III) oxalate trihydrate in water, until no further potassium cobalt(III) oxalate trihydrate dissolves. To one liter of this solution is added activated charcoal (100 g, DARCO® FGD, powdered activated carbon, ˜325 mesh (−44 μm), available from Norit Americas, Inc., Mashall, Tex.). The mixture is stirred at room temperature for 24 hours, then filtered, to provide moist activated char...